This data is from the Open Reaction Database (ORD), a public repository of structured organic reaction records. The task is: describe an organic reaction: reactants, conditions, products, and yield Reactants: O=C1NSC2=C1C=CC=C2 (2,3-dihydro-3-oxo-1,2-benzisothiazole), [H-].[Na+] (sodium hydride), BrC(C(=C)C)C#N (3-bromo-2-methyl-3-cyanoprop-1-ene). Solvent: CN(C=O)C (dimethylformamide). Reaction conditions: time 15 minute. Yields the product O=C1N(SC2=C1C=CC=C2)CC(=CC#N)C (3-(2,3-dihydro-3-oxo-1,2-benzisothiazol-2-yl)-1-cyano-2-methylprop-1-ene). Isolated yield 23.0%. Reaction SMILES: [O:1]=[C:2]1[C:6]2[CH:7]=[CH:8][CH:9]=[CH:10][C:5]=2[S:4][NH:3]1.[H-].[Na+].Br[CH:14]([C:18]#[N:19])[C:15]([CH3:17])=[CH2:16]>CN(C)C=O>[O:1]=[C:2]1[C:6]2[CH:7]=[CH:8][CH:9]=[CH:10][C:5]=2[S:4][N:3]1[CH2:16][C:15]([CH3:17])=[CH:14][C:18]#[N:19] |f:1.2|. Procedure details: 10.0 g (66 millimoles) of 2,3-dihydro-3-oxo-1,2-benzisothiazole were suspended in 140 ml of dimethylformamide, and 2.0 g (66 millimoles) of 80% strength sodium hydride were added a little at a time, while stirring thoroughly. After 15 minutes, 12.8 g (80 millimoles) of 3-bromo-2-methyl-3-cyanoprop-1-ene were slowly added dropwise, and the reaction mixture was stirred for 2 hours at 80° C. and then cooled. The solvent was distilled off under reduced pressure, the mixture was taken up in ice-water... Starting materials: BrB(Br)Br, COc1ccc(-c2nc3ccc(Br)cc3s2)cc1. Product: Oc1ccc(-c2nc3ccc(Br)cc3s2)cc1. As a reaction SMILES: [B:19]([Br:20])([Br:21])[Br:22].[Br:1][c:2]1[cH:3][c:4]2[c:5]([n:6][c:7](-[c:9]3[cH:10][cH:11][c:12]([O:15][CH3:16])[cH:13][cH:14]3)[s:8]2)[cH:17][cH:18]1>>[Br:1][c:2]1[cH:3][c:4]2[c:5]([n:6][c:7](-[c:9]3[cH:10][cH:11][c:12]([OH:15])[cH:13][cH:14]3)[s:8]2)[cH:17][cH:18]1. Starting materials: ClC=1C=C(OCC2OC2)C=CC1 ([(3-chlorophenoxy)methyl]oxirane), Br.CN1C(SC2=C1C=CC=C2)=NC2CCNCC2 (N-(3-methyl-2(3H)-benzothiazolylidene)-4-piperidinamine monohydrobromide), C([O-])([O-])=O.[Na+].[Na+] (sodium carbonate), CO (methanol). The solvent is CC1=CC=CC=C1 (methylbenzene). The product is C(\C=C/C(=O)O)(=O)O.ClC=1C=C(OCC(CN2CCC(CC2)N=C2SC3=C(N2C)C=CC=C3)O)C=CC1 (α-[(3-chlorophenoxy)methyl]-4-[(3-methyl-2(3H)-benzothiazolyliden)amino]-1-piperidineethanol (Z)-2-butenedioate). Isolated yield 55.0%. RXN SMILES: [Cl:1][C:2]1[CH:3]=[C:4]([CH:10]=[CH:11][CH:12]=1)[O:5][CH2:6][CH:7]1[CH2:9][O:8]1.Br.[CH3:14][N:15]1[C:19]2[CH:20]=[CH:21][CH:22]=[CH:23][C:18]=2[S:17][C:16]1=[N:24][CH:25]1[CH2:30][CH2:29][NH:28][CH2:27][CH2:26]1.[C:31](=[O:34])([O-:33])[O-].[Na+].[Na+].C[OH:38]>CC1C=CC=CC=1>[C:9]([OH:8])(=[O:38])/[CH:7]=[CH:6]\[C:31]([OH:33])=[O:34].[Cl:1][C:2]1[CH:3]=[C:4]([CH:10]=[CH:11][CH:12]=1)[O:5][CH2:6][CH:7]([OH:8])[CH2:9][N:28]1[CH2:29][CH2:30][CH:25]([N:24]=[C:16]2[N:15]([CH3:14])[C:19]3[CH:20]=[CH:21][CH:22]=[CH:23][C:18]=3[S:17]2)[CH2:26][CH2:27]1 |f:1.2,3.4.5,8.9|. Reported procedure: A mixture of 2.77 parts of [(3-chlorophenoxy)methyl]oxirane, 4.92 parts of N-(3-methyl-2(3H)-benzothiazolylidene)-4-piperidinamine monohydrobromide, 2.12 parts of sodium carbonate, 60 parts of methanol and 68 parts of methylbenzene was stirred and refluxed overnight. The reaction mixture was cooled and the solvent was evaporated. The residue was purified by filtration over silica gel using a mixture of trichloromethane and methanol (99:1 by volume), as eluent. The pure fractions were collected a... Starting materials: COC1=CC=C(C=C1)Cl (p-methoxyphenyl chloride), COC1=CC=C(C=C1)C(CC)=O (1-(4-methoxyphenyl)-1-propanone), C(C)(C)(C)O[Na] (t-BuONa). Reagents/catalysts: C(C)(=O)[O-].[Pd+2].C(C)(=O)[O-] (palladium acetate), COC1=C(C(=CC=C1)N(C1=CC=CC=C1)C)P(C1CCCCC1)C1CCCCC1 (2-Methoxy-6-(N-methyl-N-phenyl-amino)phenyl(dicyclohexyl)phosphine). Run in C1(=CC=CC=C1)C (toluene). Yields the product COC1=CC=C(C=C1)C(C(C)C1=CC=C(C=C1)OC)=O (1,2-Di(4′-methoxyphenyl)-1-propanone). Isolated yield 100.7%. RXN SMILES: [CH3:1][O:2][C:3]1[CH:8]=[CH:7][C:6](Cl)=[CH:5][CH:4]=1.[CH3:10][O:11][C:12]1[CH:17]=[CH:16][C:15]([C:18](=[O:21])[CH2:19][CH3:20])=[CH:14][CH:13]=1.C(O[Na])(C)(C)C>C1(C)C=CC=CC=1.C([O-])(=O)C.[Pd+2].C([O-])(=O)C.COC1C=CC=C(N(C)C2C=CC=CC=2)C=1P(C1CCCCC1)C1CCCCC1>[CH3:10][O:11][C:12]1[CH:17]=[CH:16][C:15]([C:18](=[O:21])[CH:19]([C:6]2[CH:7]=[CH:8][C:3]([O:2][CH3:1])=[CH:4][CH:5]=2)[CH3:20])=[CH:14][CH:13]=1 |f:4.5.6|. Procedure: This reaction is carried out in the same manner as the reaction in example 3. The difference is that, the reactants are p-methoxyphenyl chloride (142.7 mg, 1.0 mmol), 1-(4-methoxyphenyl)-1-propanone (195.8 mg, 1.2 mmol), palladium acetate (6.6 mg, 0.029 mmol), 2-Methoxy-6-(N-methyl-N-phenyl-amino)phenyl(dicyclohexyl)phosphine (18.2 mg, 0.045 mmol), t-BuONa (115.9 mg, 1.2 mmol) in 3 mL dry toluene at 110° C. for 18 h. 1,2-Di(4′-methoxyphenyl)-1-propanone (272.1 mg) was obtained with a yield of 10... Reactants: solution, C(C)[NH+](CC)CC (triethylammonium), C(C)(C)N=C=NC(C)C (diisopropylcarbodiimide), ClC1=CC=C(CNC(=O)C=2C=NC3=C(C=C(C=C3C2O)CCCO)F)C=C1 (N-(4-chlorobenzyl)-8-fluoro-4-hydroxy-6-(3-hydroxypropyl)-3-quinolinecarboxamide), S(=O)(=O)([O-])[O-].[Na+].[Na+] (sodium sulfate), C(Cl)(Cl)Cl.C(CCC)O.CO (chloroform butanol methanol). The reagents and catalysts are CN(C)C=1C=CN=CC1 (DMAP). Solvent: C(C)#N (acetonitrile), C1CCOC1.C(Cl)(Cl)Cl (THF chloroform). Run at time 18 hour. Yields the product ClC1=CC=C(CNC(=O)C=2C=NC3=C(C=C(C=C3C2O)CCCOC(CCCCCCC(=O)N(CCS(=O)(=O)[O-])C)=O)F)C=C1.[Na+] (Sodium 2-[{8-[3-(3-{[(4-chlorobenzyl)amino]carbonyl}-8-fluoro-4-hydroxy-6-quinolinyl)propoxy]-8-oxooctanoyl}(methyl)amino]-1-ethanesulfonate). RXN SMILES: [Cl:1][C:2]1[CH:27]=[CH:26][C:5]([CH2:6][NH:7][C:8]([C:10]2[CH:11]=[N:12][C:13]3[C:18]([C:19]=2[OH:20])=[CH:17][C:16]([CH2:21][CH2:22][CH2:23][OH:24])=[CH:15][C:14]=3[F:25])=[O:9])=[CH:4][CH:3]=1.[CH2:28]([NH+:30]([CH2:33][CH3:34])[CH2:31][CH3:32])C.C(N=C=N[CH:41]([CH3:43])[CH3:42])(C)C.[S:44]([O-:48])([O-])(=[O:46])=[O:45].[Na+:49].[Na+].C(Cl)(Cl)Cl.[CH2:55]([OH:59])[CH2:56][CH2:57]C.C[OH:61]>CN(C1C=CN=CC=1)C.C(#N)C.C1COCC1.C(Cl)(Cl)Cl>[Cl:1][C:2]1[CH:3]=[CH:4][C:5]([CH2:6][NH:7][C:8]([C:10]2[CH:11]=[N:12][C:13]3[C:18]([C:19]=2[OH:20])=[CH:17][C:16]([CH2:21][CH2:22][CH2:23][O:24][C:55](=[O:59])[CH2:56][CH2:57][CH2:43][CH2:41][CH2:42][CH2:32][C:31]([N:30]([CH3:28])[CH2:33][CH2:34][S:44]([O-:48])(=[O:46])=[O:45])=[O:61])=[CH:15][C:14]=3[F:25])=[O:9])=[CH:26][CH:27]=1.[Na+:49] |f:3.4.5,6.7.8,11.12,13.14|. Procedure details: To a stirred mixture of 78 mg of N-(4-chlorobenzyl)-8-fluoro-4-hydroxy-6-(3-hydroxypropyl)-3-quinolinecarboxamide from Example No. 110, 27 mg of DMAP, and 0.46 mL of a 0.65 M solution of suleptanic acid triethylammonium salt in acetonitrile, in 1 mL of 1:1 THF-chloroform, was added 38 μL of diisopropylcarbodiimide. The solution was stirred for 18 h, then concentrated under reduced pressure. Flash chromatography of the residue on silica using 5-15% methanol in dichloromethane provided a solid. Th... Starting materials: ClC1=C(C=C(C=C1)[C@@H](CC)NC=1C=C(C=O)C=CC1)C (3-[(R)-1-(4-Chloro-3-methyl-phenyl)-propylamino]-benzaldehyde), N1CC(C1)C(=O)O (azetidine-3-carboxylic acid), CC(=O)O (HOAc). Solvent: CO (MeOH). Conditions: time 3 day. The product is ClC1=C(C=C(C=C1)[C@@H](CC)NC=1C=C(CN2CC(C2)C(=O)O)C=CC1)C (1-{3-[(R)-1-(4-Chloro-3-methyl-phenyl)-propylamino]-benzyl}-azetidine-3-carboxylic acid). As a reaction SMILES: [Cl:1][C:2]1[CH:7]=[CH:6][C:5]([C@H:8]([NH:11][C:12]2[CH:13]=[C:14]([CH:17]=[CH:18][CH:19]=2)[CH:15]=O)[CH2:9][CH3:10])=[CH:4][C:3]=1[CH3:20].[NH:21]1[CH2:24][CH:23]([C:25]([OH:27])=[O:26])[CH2:22]1.CC(O)=O>CO>[Cl:1][C:2]1[CH:7]=[CH:6][C:5]([C@H:8]([NH:11][C:12]2[CH:13]=[C:14]([CH:17]=[CH:18][CH:19]=2)[CH2:15][N:21]2[CH2:24][CH:23]([C:25]([OH:27])=[O:26])[CH2:22]2)[CH2:9][CH3:10])=[CH:4][C:3]=1[CH3:20]. Procedure: To a solution of INT 7 (700 mg, 2.43 mmol) and azetidine-3-carboxylic acid (248 mg, 2.92 mmol) in MeOH (24 mL) was added HOAc (0.14 mL, 2.43 mmol) followed by PS—CNBH3 (2.5 mmol/g, 1.95 g, 4.86 mmol). The reaction mixture was stirred at room temperature for 3 days. The mixture was filtered over Celite. The filtrate was concentrated. The residue was purified by preparative HPLC (H2O/CH3CN) to give the title compound Example 3. The reactants are ClC=1C=C(C=NC1CO)CNC1CCN(CC1)CCN1C(C=CC2=NC=C(C=C12)F)=O (1-{2-[4-({[5-chloro-6-(hydroxymethyl)-3-pyridinyl]methyl}amino)-1-piperidinyl]ethyl}-7-fluoro-1,5-naphthyridin-2(1H)-one), Cl (HCl). Solvent: ClCCl (Dichloromethane). Conditions: time 30 minute. Product: Cl.ClC=1C=C(C=NC1CO)CNC1CCN(CC1)CCN1C(C=CC2=NC=C(C=C12)F)=O (1-{2-[4-({[5-chloro-6-(hydroxymethyl)-3-pyridinyl]methyl}amino)-1-piperidinyl]ethyl}-7-fluoro-1,5-naphthyridin-2(1H)-one hydrochloride). Yield: 153.6%. As a reaction SMILES: [Cl:1][C:2]1[CH:3]=[C:4]([CH2:10][NH:11][CH:12]2[CH2:17][CH2:16][N:15]([CH2:18][CH2:19][N:20]3[C:29]4[C:24](=[N:25][CH:26]=[C:27]([F:30])[CH:28]=4)[CH:23]=[CH:22][C:21]3=[O:31])[CH2:14][CH2:13]2)[CH:5]=[N:6][C:7]=1[CH2:8][OH:9].Cl>ClCCl>[ClH:1].[Cl:1][C:2]1[CH:3]=[C:4]([CH2:10][NH:11][CH:12]2[CH2:13][CH2:14][N:15]([CH2:18][CH2:19][N:20]3[C:29]4[C:24](=[N:25][CH:26]=[C:27]([F:30])[CH:28]=4)[CH:23]=[CH:22][C:21]3=[O:31])[CH2:16][CH2:17]2)[CH:5]=[N:6][C:7]=1[CH2:8][OH:9] |f:3.4|. Procedure: To a solution of 1-{2-[4-({[5-chloro-6-(hydroxymethyl)-3-pyridinyl]methyl}amino)-1-piperidinyl]ethyl}-7-fluoro-1,5-naphthyridin-2(1H)-one (Example 1: 163.2 mg, 0.366 mmol) in Dichloromethane (2.5 ml) at 0° C. was added HCl (4M in 1,4-dioxane) (0.092 ml, 0.369 mmol). The reaction mixture was stirred at RT for 30 min, the solvent was evaporated under vacuum and the crude was dispersed in hexane/DCM. The precipitated solid was isolated by filtration under vacuum and washed with DCM and hexane. The ... Starting materials: C(Cl)Cl (methylene chloride), CSCS(=O)C (methyl methylthiomethyl sulfoxide), C(C1=CC=CC=C1)#N (benzonitrile), [H-].[K+] (potassium hydride). Solvent: O (water), COCCOC (1,2-dimethoxyethane). The product is CS(=O)C(=C(C1=CC=CC=C1)N)SC (1-methylsulfinyl-1-methylthio-2-amino-2-phenylethylene). The yield is 69.0%. RXN SMILES: [CH3:1][S:2][CH2:3][S:4]([CH3:6])=[O:5].[H-].[K+].[C:9](#[N:16])[C:10]1[CH:15]=[CH:14][CH:13]=[CH:12][CH:11]=1.C(Cl)Cl>COCCOC.O>[CH3:6][S:4]([C:3]([S:2][CH3:1])=[C:9]([NH2:16])[C:10]1[CH:15]=[CH:14][CH:13]=[CH:12][CH:11]=1)=[O:5] |f:1.2|. Procedure: 1.753 Grams of methyl methylthiomethyl sulfoxide was dissolved in 20 ml of 1,2-dimethoxyethane, and to the solution 580 mg of potassium hydride was added under cooling with ice, and the system was stirred for one and half hours at room temperature. Upon addition of 1.460g of benzonitrile and subsequent stirring for 15 hours at room temperature and for one hour at 50° C., the system was added with 70 ml of methylene chloride and 2 ml of water, followed by stirring for one hour at room temperature...